Dataset: the Open Reaction Database (ORD), a public repository of structured organic reaction records. Task: describe an organic reaction: reactants, conditions, products, and yield Reactants: C1(=CC=C(C=C1)C(=O)N1[C@@H](CC(C1)=NOC)C(N)=NO)C1=CC=CC=C1 ((2S,4EZ)-1-([1,1′-biphenyl]-4-ylcarbonyl)-N′-hydroxy-4-(methoxyimino)-2-pyrrolidinecarboximidamide), C1(=CC=C(C=C1)C(=O)N1[C@@H](CC(C1)=NOC)C(N)=NO)C1=CC=CC=C1 ((2S,4EZ)-1-([1,1′-biphenyl]-4-ylcarbonyl)-N′-hydroxy-4-(methoxyimino)-2-pyrrolidinecarboximidamide), O(C1=CC=CC=C1)CCC(=O)O (3-phenoxypropanoic acid). Product: CON=C1CN([C@@H](C1)C1=NOC(=N1)CCOC1=CC=CC=C1)C(=O)C1=CC=C(C=C1)C1=CC=CC=C1 ((3EZ,5S)-1-([1,1′-biphenyl]-4-ylcarbonyl)-5-[5-(2-phenoxyethyl)-1,2,4-oxadiazol-3-yl]-3-pyrrolidinone O-methyloxime). Reaction SMILES: [C:1]1([C:21]2[CH:26]=[CH:25][CH:24]=[CH:23][CH:22]=2)[CH:6]=[CH:5][C:4]([C:7]([N:9]2[CH2:13][C:12](=[N:14][O:15][CH3:16])[CH2:11][C@H:10]2[C:17](=[N:19][OH:20])[NH2:18])=[O:8])=[CH:3][CH:2]=1.[O:27]([CH2:34][CH2:35][C:36](O)=O)[C:28]1[CH:33]=[CH:32][CH:31]=[CH:30][CH:29]=1>>[CH3:16][O:15][N:14]=[C:12]1[CH2:11][C@@H:10]([C:17]2[N:18]=[C:36]([CH2:35][CH2:34][O:27][C:28]3[CH:33]=[CH:32][CH:31]=[CH:30][CH:29]=3)[O:20][N:19]=2)[N:9]([C:7]([C:4]2[CH:3]=[CH:2][C:1]([C:21]3[CH:26]=[CH:25][CH:24]=[CH:23][CH:22]=3)=[CH:6][CH:5]=2)=[O:8])[CH2:13]1. Procedure: Following the general method as outlined in Example 15, starting from (2S,4EZ)-1-([1,1′-biphenyl]-4-ylcarbonyl)-N′-hydroxy-4-(methoxyimino)-2-pyrrolidinecarboximidamide (Intermediate 8) and 3-phenoxypropanoic acid, the title compound was obtained in 84% purity by HPLC. MS(ESI+): m/z=483.3. Reactants: COCCO, CCCCCC, CC(C)=O, CCOc1cc2ncc(C#N)c(Cl)c2cc1OCC, Cl, Nc1ccc2c(c1)S(=O)(=O)C=C2, [Na+], [Na+], O=C([O-])[O-], O, c1ccncc1. Yields the product CCOc1cc2ncc(C#N)c(Nc3ccc4c(c3)S(=O)(=O)C=C4)c2cc1OCC. As a reaction SMILES: [CH3:45][O:46][CH2:47][CH2:48][OH:49].[CH3:50][CH2:51][CH2:52][CH2:53][CH2:54][CH3:55].[CH3:56][C:57](=[O:58])[CH3:59].[Cl:1][c:2]1[c:3]([C:18]#[N:19])[cH:4][n:5][c:6]2[cH:7][c:8]([O:15][CH2:16][CH3:17])[c:9]([O:12][CH2:13][CH3:14])[cH:10][c:11]12.[ClH:32].[NH2:20][c:21]1[cH:22][cH:23][c:24]2[c:25]([cH:31]1)[S:26](=[O:29])(=[O:30])[CH:27]=[CH:28]2.[Na+:39].[Na+:40].[O-:41][C:42](=[O:43])[O-:44].[OH2:60].[n:33]1[cH:34][cH:35][cH:36][cH:37][cH:38]1>>[c:2]1([NH:20][c:21]2[cH:22][cH:23][c:24]3[c:25]([cH:31]2)[S:26](=[O:29])(=[O:30])[CH:27]=[CH:28]3)[c:3]([C:18]#[N:19])[cH:4][n:5][c:6]2[cH:7][c:8]([O:15][CH2:16][CH3:17])[c:9]([O:12][CH2:13][CH3:14])[cH:10][c:11]12.